The task is: describe an organic reaction: reactants, conditions, products, and yield. This data is from the Open Reaction Database (ORD), a public repository of structured organic reaction records. Reactants: BrC1=CC=C(C=C1)C(CCC(=O)C1=CC=C(C=C1)Br)=O (1,4-bis(4-bromophenyl)butane-1,4-dione), C1(CCCCC1)C1=CC=C(N)C=C1 (4-cyclohexylaniline). Product: BrC1=CC=C(C=C1)C=1N(C(=CC1)C1=CC=C(C=C1)Br)C1=CC=C(C=C1)C1CCCCC1 (2,5-bis(4-bromophenyl)-1-(4-cyclohexylphenyl)-1H-pyrrole). Yield: 91.0%. RXN SMILES: [Br:1][C:2]1[CH:7]=[CH:6][C:5]([C:8](=O)[CH2:9][CH2:10][C:11]([C:13]2[CH:18]=[CH:17][C:16]([Br:19])=[CH:15][CH:14]=2)=O)=[CH:4][CH:3]=1.[CH:21]1([C:27]2[CH:33]=[CH:32][C:30]([NH2:31])=[CH:29][CH:28]=2)[CH2:26][CH2:25][CH2:24][CH2:23][CH2:22]1>>[Br:1][C:2]1[CH:7]=[CH:6][C:5]([C:8]2[N:31]([C:30]3[CH:32]=[CH:33][C:27]([CH:21]4[CH2:26][CH2:25][CH2:24][CH2:23][CH2:22]4)=[CH:28][CH:29]=3)[C:11]([C:13]3[CH:18]=[CH:17][C:16]([Br:19])=[CH:15][CH:14]=3)=[CH:10][CH:9]=2)=[CH:4][CH:3]=1. Procedure: The product from Example 26E and 4-cyclohexylaniline (Alfa) were processed using the method described in Example 26F to provide 1.23 g (91%) of the title compound. 1H NMR (400 MHz, benzene-D6) δ 1.09 (s, 5H) 1.60 (s, 5H) 2.14 (s, 1H) 6.52 (s, 2H) 6.67 (s, 4H) 6.84 (s, 4H) 7.11 (s, 4H).